describe an organic reaction: reactants, conditions, products, and yield From a dataset of the Open Reaction Database (ORD), a public repository of structured organic reaction records. The reactants are O (water), C1(CC1)C(C(C(=O)C1=C(C=C(C=C1)C(F)(F)F)SC1=CC=CC=C1)=COCC)=O (3-cyclopropyl-2-ethoxymethylene-1-(2-phenylsulphenyl-4-trifluoromethylphenyl)propan-1,3-dione), Cl.NO (hydroxylamine hydrochloride), C(C)(=O)[O-].[Na+] (sodium acetate). Run in C(C)O (ethanol). Reaction conditions: temperature 25 celsius, time 2 hour. The product is C1(CC1)C1=C(C=NO1)C(C1=C(C=C(C=C1)C(F)(F)F)SC1=CC=CC=C1)=O (5-cyclopropyl-4-(2-phenylsulphenyl-4-trifluoromethylbenzoyl)isoxazole). Isolated yield 47.2%. RXN SMILES: [CH:1]1([C:4](=[O:29])[C:5](=[CH:25]OCC)[C:6]([C:8]2[CH:13]=[CH:12][C:11]([C:14]([F:17])([F:16])[F:15])=[CH:10][C:9]=2[S:18][C:19]2[CH:24]=[CH:23][CH:22]=[CH:21][CH:20]=2)=[O:7])[CH2:3][CH2:2]1.Cl.[NH2:31]O.C([O-])(=O)C.[Na+].O>C(O)C>[CH:1]1([C:4]2[O:29][N:31]=[CH:25][C:5]=2[C:6](=[O:7])[C:8]2[CH:13]=[CH:12][C:11]([C:14]([F:17])([F:16])[F:15])=[CH:10][C:9]=2[S:18][C:19]2[CH:24]=[CH:23][CH:22]=[CH:21][CH:20]=2)[CH2:3][CH2:2]1 |f:1.2,3.4|. Reported procedure: A mixture of 3-cyclopropyl-2-ethoxymethylene-1-(2-phenylsulphenyl-4-trifluoromethylphenyl)propan-1,3-dione (7 g), hydroxylamine hydrochloride (1.24 g) and sodium acetate (1.5 g) in ethanol was stirred at 25° C. for 2 hours. The mixture was then poured into water and extracted with ethyl acetate. The solution was dried over anhydrous sodium sulphate and filtered. The filtrate was evaporated and the residue purified by column chromatography on silica, using a mixture of ethyl acetate and hexane as... The reactants are product, C(C)O (ethanol), C(C)C(CN)CCCC (2-ethylhexylamine), C12(C(CC(CC1)C2(C)C)=C=C2CC=C(NC1=NC(=NC(=N1)Cl)Cl)C=C2)C (2-(4-camphylidenemethylene-anilino)-4,6-dichloro-1,3,5-triazine), C(C)(=O)[O-].[Na+] (sodium acetate). Solvent: C1(=CC=CC=C1)C (toluene). Yields the product C(C)C(CNC1=NC(=NC(=N1)NCC(CCCC)CC)NC1=CCC(C=C1)=C=C1C2(CCC(C1)C2(C)C)C)CCCC (2,4-Bis(2-ethyl-hexylamino)-6-(4-camphylidenemethylene-anilino)-1,3,5-triazine). As a reaction SMILES: [CH2:1]([CH:3]([CH2:6][CH2:7][CH2:8][CH3:9])[CH2:4][NH2:5])[CH3:2].[C:10]12([CH3:35])[C:16]([CH3:18])([CH3:17])[CH:13]([CH2:14][CH2:15]1)[CH2:12][C:11]2=[C:19]=[C:20]1[CH:34]=[CH:33][C:23]([NH:24][C:25]2[N:30]=[C:29](Cl)[N:28]=[C:27](Cl)[N:26]=2)=[CH:22][CH2:21]1.[C:36]([O-])(=O)[CH3:37].[Na+].[CH2:41](O)[CH3:42]>C1(C)C=CC=CC=1>[CH2:1]([CH:3]([CH2:6][CH2:7][CH2:8][CH3:9])[CH2:4][NH:5][C:27]1[N:28]=[C:29]([NH:5][CH2:4][CH:3]([CH2:36][CH3:37])[CH2:1][CH2:2][CH2:41][CH3:42])[N:30]=[C:25]([NH:24][C:23]2[CH:33]=[CH:34][C:20](=[C:19]=[C:11]3[CH2:12][CH:13]4[C:16]([CH3:18])([CH3:17])[C:10]3([CH3:35])[CH2:15][CH2:14]4)[CH2:21][CH:22]=2)[N:26]=1)[CH3:2] |f:2.3|. Procedure details: A reaction mixture comprising 33 g (0.26 mol) of 2-ethylhexylamine and 50 g (0.12 mol) of 2-(4-camphylidenemethylene-anilino)-4,6-dichloro-1,3,5-triazine in toluene is heated to 90° C. in the presence of sodium acetate. When the starting materials have reacted completely, the mixture is worked up. The product (95%) is a yellow viscous oil. UV (ethanol, c=1 mg/100 ml): λmax =345 nm, E=0.57. Procedure: A suspension of methyl 7-tert-butylcarbonylamino-4H-chromeno[3,4-d]isothiazole-6-carboxylate (Intermediate 75, 0.690 g) in methanol (30 mL) was treated with concentrated sulfuric acid (1.2 mL) and the resultant mixture was heated at 75° C. in a sealed vessel overnight. The mixture was cooled, diluted with ethyl acetate and washed with saturated aqueous sodium bicarbonate solution. The aqueous phase was saturated with sodium chloride then extracted with ethyl acetate again. The combined organic l... The yield is 66.0%. The product is NC1=CC=C2C(=C1C(=O)OC)OCC=1C=NSC12 (methyl 7-amino-4H-chromeno[3,4-d]isothiazole-6-carboxylate). Solvent: CO (methanol), C(C)(=O)OCC (ethyl acetate). The reactants are S(O)(O)(=O)=O (sulfuric acid), resultant mixture, C(C)(C)(C)C(=O)NC1=CC=C2C(=C1C(=O)OC)OCC=1C=NSC12 (methyl 7-tert-butylcarbonylamino-4H-chromeno[3,4-d]isothiazole-6-carboxylate), C(C)(C)(C)C(=O)NC1=CC=C2C(=C1C(=O)OC)OCC=1C=NSC12 (methyl 7-tert-butylcarbonylamino-4H-chromeno[3,4-d]isothiazole-6-carboxylate). As a reaction SMILES: C(C([NH:7][C:8]1[C:13]([C:14]([O:16][CH3:17])=[O:15])=[C:12]2[O:18][CH2:19][C:20]3[CH:21]=[N:22][S:23][C:24]=3[C:11]2=[CH:10][CH:9]=1)=O)(C)(C)C.S(=O)(=O)(O)O>CO.C(OCC)(=O)C>[NH2:7][C:8]1[C:13]([C:14]([O:16][CH3:17])=[O:15])=[C:12]2[O:18][CH2:19][C:20]3[CH:21]=[N:22][S:23][C:24]=3[C:11]2=[CH:10][CH:9]=1.